Dataset: the Open Reaction Database (ORD), a public repository of structured organic reaction records. Task: describe an organic reaction: reactants, conditions, products, and yield The reactants are CNN (methylhydrazine), ClC1=C(C(=O)CC(=O)OCC)C=C(C(=C1)Cl)C (ethyl 2,4-dichloro-5-methylbenzoylacetate), ice water. Solvent: COCCOCCOC (diethylene glycol dimethyl ether). Run at time 4 hour. The product is ClC1=C(C=C(C(=C1)Cl)C)C1=CC(N(N1)C)=O (5-(2,4-Dichloro-5-methylphenyl)-1,2-dihydro-2-methyl-3H-pyrazol-3-one). RXN SMILES: [CH3:1][NH:2][NH2:3].[Cl:4][C:5]1[CH:18]=[C:17]([Cl:19])[C:16]([CH3:20])=[CH:15][C:6]=1[C:7]([CH2:9][C:10](OCC)=[O:11])=O>COCCOCCOC>[Cl:4][C:5]1[CH:18]=[C:17]([Cl:19])[C:16]([CH3:20])=[CH:15][C:6]=1[C:7]1[NH:3][N:2]([CH3:1])[C:10](=[O:11])[CH:9]=1. Procedure: 13.5 g (292 mmol) of methylhydrazine were slowly added to 80.4 g (292 mmol) of ethyl 2,4-dichloro-5-methylbenzoylacetate in 300 ml of diethylene glycol dimethyl ether. After 4 hours at 100° C., the solution was stirred into 1 l of ice-water. The precipitate formed was filtered off, washed with a small amount of methylene chloride and dried. Yield: 38.8 g. The reactants are COC1=C(C=C(C=C1)CC(C(=O)OC)(CC=C)C(=O)OC)OCCC1=CC=CC=C1 (methyl 3-[4-methoxy-3-(2-phenylethoxy) phenyl]-2-methoxycarbonyl-2-(2-propen-1-yl)propionate), [OH-].[Na+] (sodium hydroxide). The solvent is CO (methanol), O (water). The product is COC1=C(C=C(C=C1)CC(C(=O)O)CC=C)OCCC1=CC=CC=C1 (3-[4-methoxy-3-(2-phenylethoxy)phenyl]-2-(2-propen-1-yl) propionic acid). The yield is 100.3%. Reaction SMILES: [CH3:1][O:2][C:3]1[CH:8]=[CH:7][C:6]([CH2:9][C:10](C(OC)=O)([CH2:15][CH:16]=[CH2:17])[C:11]([O:13]C)=[O:12])=[CH:5][C:4]=1[O:22][CH2:23][CH2:24][C:25]1[CH:30]=[CH:29][CH:28]=[CH:27][CH:26]=1.[OH-].[Na+]>CO.O>[CH3:1][O:2][C:3]1[CH:8]=[CH:7][C:6]([CH2:9][CH:10]([CH2:15][CH:16]=[CH2:17])[C:11]([OH:13])=[O:12])=[CH:5][C:4]=1[O:22][CH2:23][CH2:24][C:25]1[CH:26]=[CH:27][CH:28]=[CH:29][CH:30]=1 |f:1.2|. Procedure details: To a solution of the methyl 3-[4-methoxy-3-(2-phenylethoxy) phenyl]-2-methoxycarbonyl-2-(2-propen-1-yl)propionate (7.50 g) in 75 ml of methanol, 0.73 g of sodium hydroxide in 1.1 ml of water was added and refluxed by heating for 30 hours under stirring. The reaction solution was concentrated under reduced pressure, and the residue was dissolved in 61 ml of aqueous solution of 3 N sodium hydroxide. The solution was refluxed by heating for 11 hours under stirring. The reaction solution cooled to r... Reactants: C(CCC)OC(=O)C=1N=C(C2=CC(=CC=C2C1O)Br)O (7-bromo-1,4-dihydroxy-isoquinoline-3-carboxylic acid butyl ester), P(=O)(Cl)(Cl)Cl (Phosphorous oxychloride). Solvent: C(C)#N (acetonitrile). Yields the product C(CCC)OC(=O)C=1N=C(C2=CC(=CC=C2C1O)Br)Cl (7-Bromo-1-chloro-4-hydroxy-isoquinoline-3-carboxylic acid butyl ester). The yield is 43.5%. As a reaction SMILES: [CH2:1]([O:5][C:6]([C:8]1[N:9]=[C:10](O)[C:11]2[C:16]([C:17]=1[OH:18])=[CH:15][CH:14]=[C:13]([Br:19])[CH:12]=2)=[O:7])[CH2:2][CH2:3][CH3:4].P(Cl)(Cl)([Cl:23])=O>C(#N)C>[CH2:1]([O:5][C:6]([C:8]1[N:9]=[C:10]([Cl:23])[C:11]2[C:16]([C:17]=1[OH:18])=[CH:15][CH:14]=[C:13]([Br:19])[CH:12]=2)=[O:7])[CH2:2][CH2:3][CH3:4]. Procedure details: 170 mg (0.5 mmol) of 7-bromo-1,4-dihydroxy-isoquinoline-3-carboxylic acid butyl ester (from Example D-21 c) was dissolved in 2 ml of anhydrous acetonitrile. Phosphorous oxychloride (536 mg, 3.5 mmol) was added and the resulting mixture was stirred at reflux for 4 h. After cooling, the mixture was concentrated and the residue was taken into ethyl acetate. Ethyl acetate mixture was poured into saturated sodium bicarbonate solution with efficient stirring for 1 h. Two phases were separated. Aqueous... Reactants: C(CCC)C=1NC(=C(N1)Cl)C=O (2-butyl-4-chloro-5-formylimidazole), C(=O)([O-])[O-].[K+].[K+] (K2CO3), BrCC1=CC=C(C=C1)C=1C(=CC=CC1)C(=O)OC (methyl 4'-bromomethyl-1,1'-biphenyl-2-carboxylate). Solvent: CN(C)C=O (DMF), CN(C)C=O (DMF). Reaction conditions: time 2 hour. Yields the product C(CCC)C=1N(C(=C(N1)Cl)C=O)CC1=CC(=C(C=C1)C1=CC=CC=C1)C(=O)OC (2-Butyl-4-chloro-5-formyl-1-[(2-methoxycarbonyl-1,1'-biphenyl-4-yl)methyl]-1H-imidazole). RXN SMILES: [CH2:1]([C:5]1[NH:6][C:7]([CH:11]=[O:12])=[C:8]([Cl:10])[N:9]=1)[CH2:2][CH2:3][CH3:4].[C:13]([O-])([O-])=O.[K+].[K+].BrC[C:21]1[CH:26]=[CH:25][C:24]([C:27]2[C:28]([C:33]([O:35][CH3:36])=[O:34])=[CH:29][CH:30]=[CH:31][CH:32]=2)=[CH:23][CH:22]=1>CN(C=O)C>[CH2:1]([C:5]1[N:6]([CH2:13][C:30]2[CH:31]=[CH:32][C:27]([C:24]3[CH:23]=[CH:22][CH:21]=[CH:26][CH:25]=3)=[C:28]([C:33]([O:35][CH3:36])=[O:34])[CH:29]=2)[C:7]([CH:11]=[O:12])=[C:8]([Cl:10])[N:9]=1)[CH2:2][CH2:3][CH3:4] |f:1.2.3|. Procedure details: A mixture of 4.5 g of 2-butyl-4-chloro-5-formylimidazole and 6.75 g of K2CO3 in 200 ml of anhydrous DMF under nitrogen atmosphere is added under stirring with a solution of 8.1 g of methyl 4'-bromomethyl-1,1'-biphenyl-2-carboxylate in 10 ml of anhydrous DMF. The mixture is stirred at room temperature for 2 hours then concentrated under reduced pressure to 50 ml, poured into 500 ml of H2O and extracted with CH2Cl2. The organic phase is washed with H2O, dried over Na2SO4 and evaporated to dryness ...